From a dataset of the Open Reaction Database (ORD), a public repository of structured organic reaction records. describe an organic reaction: reactants, conditions, products, and yield Starting materials: CC(C)(C)OC(=O)N1CCC(=O)CC1, [Li]CCCC. Product: CCCCC1(O)CCN(C(=O)OC(C)(C)C)CC1. Reaction SMILES: [C:6](=[O:7])([O:8][C:9]([CH3:10])([CH3:11])[CH3:12])[N:13]1[CH2:14][CH2:15][C:16](=[O:19])[CH2:17][CH2:18]1.[CH2:1]([CH2:2][CH2:3][CH3:4])[Li:5]>>[CH2:1]([CH2:2][CH2:3][CH3:4])[C:16]1([OH:19])[CH2:15][CH2:14][N:13]([C:6](=[O:7])[O:8][C:9]([CH3:10])([CH3:11])[CH3:12])[CH2:18][CH2:17]1. The reactants are O1COC2=C1C=CC(=C2)C=2C(OC(C2CC2=CC(=C(C(=C2)OC)OC)OC)(C2=CC=C(C=C2)OC)O)=O (3-Benzo[1,3]dioxol-5-yl-5-hydroxy-5-(4-methoxy-phenyl)-4-(3,4,5-trimethoxy-benzyl)-5H-furan-2-one), CN(C)CCCO (N,N-dimethyl-propanolamine), CN(CCO)C (N,N-dimethylethanolamine). The solvent is ClCCl (dichloromethane). Reaction conditions: time 24 hour. Yields the product O1COC2=C1C=CC(=C2)C=2C(OC(C2CC2=CC(=C(C(=C2)OC)OC)OC)(C2=CC=C(C=C2)OC)OCCCN(C)C)=O (3-Benzo[1,3]dioxol-5-yl-5-(3-dimethylamino-propoxy)-5-(4-methoxy-phenyl)-4-(3,4,5-trimethoxy-benzyl)-5H-furan-2-one). RXN SMILES: [O:1]1[C:5]2[CH:6]=[CH:7][C:8]([C:10]3[C:11](=[O:37])[O:12][C:13]([OH:36])([C:28]4[CH:33]=[CH:32][C:31]([O:34][CH3:35])=[CH:30][CH:29]=4)[C:14]=3[CH2:15][C:16]3[CH:21]=[C:20]([O:22][CH3:23])[C:19]([O:24][CH3:25])=[C:18]([O:26][CH3:27])[CH:17]=3)=[CH:9][C:4]=2[O:3][CH2:2]1.[CH3:38][N:39]([CH2:41][CH2:42][CH2:43]O)[CH3:40].CN(C)CCO>ClCCl>[O:1]1[C:5]2[CH:6]=[CH:7][C:8]([C:10]3[C:11](=[O:37])[O:12][C:13]([O:36][CH2:43][CH2:42][CH2:41][N:39]([CH3:40])[CH3:38])([C:28]4[CH:29]=[CH:30][C:31]([O:34][CH3:35])=[CH:32][CH:33]=4)[C:14]=3[CH2:15][C:16]3[CH:17]=[C:18]([O:26][CH3:27])[C:19]([O:24][CH3:25])=[C:20]([O:22][CH3:23])[CH:21]=3)=[CH:9][C:4]=2[O:3][CH2:2]1. Procedure details: To 125 mL dichloromethane was added 3-Benzo[1,3]dioxol-5-yl-5-hydroxy-5-(4-methoxy-phenyl)-4-(3,4,5-trimethoxy-benzyl)-5H-furan-2-one 3.0 g (5.92 mmol), giving a suspension. N,N-dimethyl-propanolamine 2 g (19.4 mmol) was added, and the mixture was purged with anhydrous HCl gas until saturated. After an hour at room temperature, additional N,N-dimethylethanolamine 1 g (9.69 mmol) was added, followed by stirring for 24 hours at room temperature. The mixture was evaporated in vacuo and the residue ... Reactants: NC=1C=CC(=NC1)C1=C(N=C(S1)NC(C)=O)C (N-[5-(5-aminopyridin-2-yl)-4-methyl-1,3-thiazol-2-yl]acetamide), COC1=CC=C(C=C1)S(=O)(=O)Cl (4-methoxyphenylsulfonyl chloride). The product is COC1=CC=C(C=C1)S(=O)(=O)NC=1C=CC(=NC1)C1=C(N=C(S1)NC(C)=O)C (N-{5-[5-(4-Methoxyphenylsulfonylamino)pyridin-2-yl]-4-methyl-1,3-thiazol-2-yl}acetamide). Reaction SMILES: [NH2:1][C:2]1[CH:3]=[CH:4][C:5]([C:8]2[S:12][C:11]([NH:13][C:14](=[O:16])[CH3:15])=[N:10][C:9]=2[CH3:17])=[N:6][CH:7]=1.[CH3:18][O:19][C:20]1[CH:25]=[CH:24][C:23]([S:26](Cl)(=[O:28])=[O:27])=[CH:22][CH:21]=1>>[CH3:18][O:19][C:20]1[CH:21]=[CH:22][C:23]([S:26]([NH:1][C:2]2[CH:3]=[CH:4][C:5]([C:8]3[S:12][C:11]([NH:13][C:14](=[O:16])[CH3:15])=[N:10][C:9]=3[CH3:17])=[N:6][CH:7]=2)(=[O:28])=[O:27])=[CH:24][CH:25]=1. Reported procedure: Using an analogous procedure to that described in Example 83, N-[5-(5-aminopyridin-2-yl)-4-methyl-1,3-thiazol-2-yl]acetamide was reacted with 4-methoxyphenylsulfonyl chloride to give the title compound; 1H NMR Spectrum: (DMSOd6) 2.13 (s, 3H), 2.47 (s, 3H), 3.81 (s, 3H), 7.09 (d, 2H), 7.55 (m, 2H), 7.73 (d, 2H), 8.26 (m, 1H), 10.42 (s, 1H), 12.05 (s, 1H); Mass Spectrum: M+H+ 419. Starting materials: O=C1c2ccccc2C(=O)N1OCC=Cc1ccc(Br)cc1, ClCCl, NCCO. The product is NOCC=Cc1ccc(Br)cc1. Reaction SMILES: [Br:1][c:2]1[cH:3][cH:4][c:5]([CH:8]=[CH:9][CH2:10][O:11][N:12]2[C:13](=[O:14])[c:15]3[cH:16][cH:17][cH:18][cH:19][c:20]3[C:21]2=[O:22])[cH:6][cH:7]1.[Cl:23][CH2:24][Cl:25].[NH2:26][CH2:27][CH2:28][OH:29]>>[Br:1][c:2]1[cH:3][cH:4][c:5]([CH:8]=[CH:9][CH2:10][O:11][NH2:12])[cH:6][cH:7]1. Starting materials: ( 3R )-, CN(C1C[C@H](CC1)C1=CNC2=CC=C(C=C12)C#N)C ((1S)-3-(3-dimethylaminocyclopentyl)-1H-indole-5-carbonitrile), C(C)O.CCCCCC (Ethanol hexane). Reported procedure: The (3R)- and (3S)-diastereomers of (1S)-3-(3-dimethylaminocyclopentyl)-1H-indole-5-carbonitrile were resolved by chiral HPLC on a Chiral Technologies Chiralpak AD column (20μ, 50×500 mm) with a mobile phase of 10% ethanol in hexane-0.1% diethylamine at a flow rate of 75 mL/min. Analytical HPLC retention times refer to the following analytical chiral HPLC method: Chiralpak AD column, 4.6×250 mm with 10 μm packing. Solvents: 10% Ethanol/hexane (0.10% diethyl amine added in hexane as modifier). Fl... The solvent is CCCCCC (hexane), C(C)O (ethanol), C(C)O (ethanol). As a reaction SMILES: [CH3:1][N:2]([CH3:19])[CH:3]1[CH2:7][CH2:6][C@H:5]([C:8]2[C:16]3[C:11](=[CH:12][CH:13]=[C:14]([C:17]#[N:18])[CH:15]=3)[NH:10][CH:9]=2)[CH2:4]1.C(O)C.CCCCCC>CCCCCC.C(O)C>[CH3:1][N:2]([CH3:19])[C@H:3]1[CH2:7][CH2:6][C@H:5]([C:8]2[C:16]3[C:11](=[CH:12][CH:13]=[C:14]([C:17]#[N:18])[CH:15]=3)[NH:10][CH:9]=2)[CH2:4]1 |f:1.2|. Product: CN([C@@H]1C[C@H](CC1)C1=CNC2=CC=C(C=C12)C#N)C ((1S,3S)-3-(3-Dimethylaminocyclopentyl)-1H-indole-5-carbonitrile). Run at time 20 minute. The reactants are COC=1C=CC(=CC1)P2(=S)SP(=S)(S2)C=3C=CC(=CC3)OC (Lawesson's reagent), C[C@@H]1[C@H](C[C@H]2C[C@@]13C=C(C(=O)C=C3O2)OC)C=4C=CC5=C(C4)OCO5 (futoenone). Run in C1(=CC=CC=C1)C (toluene). Conditions: temperature 60 celsius. The product is O1COC2=C1C=CC(=C2)C2CC1OC=3C(C2C)(C=C(C(C3)=S)OC)C1 (4-(1,3-benzodioxol-5-yl)-2,3,4,5-tetrahydro-7-methoxy-5-methyl-8H-2,5a-methano-1-benzoxepin-8-thione). As a reaction SMILES: COC1C=CC(P2(SP(C3C=CC(OC)=CC=3)(=S)S2)=[S:10])=CC=1.[CH3:23][C@H:24]1[C@@:29]23[C:35]([O:36][C@H:27]([CH2:28]2)[CH2:26][C@@H:25]1[C:39]1[CH:40]=[CH:41][C:42]2[O:47][CH2:46][O:45][C:43]=2[CH:44]=1)=[CH:34][C:32](=O)[C:31]([O:37][CH3:38])=[CH:30]3>C1(C)C=CC=CC=1>[O:47]1[C:42]2[CH:41]=[CH:40][C:39]([CH:25]3[CH:24]([CH3:23])[C:29]45[CH2:28][CH:27]([O:36][C:35]4=[CH:34][C:32](=[S:10])[C:31]([O:37][CH3:38])=[CH:30]5)[CH2:26]3)=[CH:44][C:43]=2[O:45][CH2:46]1. Reported procedure: Lawesson's reagent (119.3 mg, 0.3 mmoles) is added to a stirred solution of futoenone (200 mg, 0.59 mmoles) in toluene (4 ml). The reaction is heated to 60° C. in an oil bath for 2-3 h. TLC of the reaction mixture shows almost complete conversion of starting material. The reaction turns from a green to violet upon heating. The reaction is concentrated in vacuo and purified by MPLC on silica gel using ethyl acetate. A purple foam (154.2 mg, 73.5%) forms upon drying in vacuo. M+(CI)=357. 1H NMR pp...